From a dataset of the Open Reaction Database (ORD), a public repository of structured organic reaction records. describe an organic reaction: reactants, conditions, products, and yield The reactants are NC(CO)(CCCC)CC (2-Amino-2-ethylhexan-1-ol), solution, [H-].[Al+3].[Li+].[H-].[H-].[H-] (lithium aluminium hydride). The solvent is C1CCOC1 (THF). Reaction conditions: time 3 hour. Yields the product N[C@@](CO)(CCCC)CC ((R)-2-Amino-2-ethylhexan-1-ol). The yield is 82.0%. RXN SMILES: [NH2:1][C:2]([CH2:9][CH3:10])([CH2:5][CH2:6][CH2:7][CH3:8])[CH2:3][OH:4].[H-].[Al+3].[Li+].[H-].[H-].[H-]>C1COCC1>[NH2:1][C@:2]([CH2:9][CH3:10])([CH2:5][CH2:6][CH2:7][CH3:8])[CH2:3][OH:4] |f:1.2.3.4.5.6|. Procedure: The product from step (e) (20 g) was added to a 1M solution of lithium aluminium hydride (1.5 molar equivalents) in THF and the mixture reflexed for 3 hours, then stirred for 16 hours at room temperature. The mixture was cooled to about 0° C., then quenched with water and 1N aqu. NaOH added. The resulting solid was broken up with additional water and the suspension heated at 50° C. for 5 minutes, then cooled to room temperature, diethyl ether (100 ml) added and filtered. The filtrate was evapora...